This data is from the Open Reaction Database (ORD), a public repository of structured organic reaction records. The task is: describe an organic reaction: reactants, conditions, products, and yield Starting materials: CC(=O)O, CO, CC(C)C(COC(=O)c1ccc(F)c(F)c1)N(C)C(=O)c1ccc(F)c(F)c1, [Li+], [Na+], O=C([O-])O, [OH-]. Yields the product CC(C)C(CO)N(C)C(=O)c1ccc(F)c(F)c1. Reaction SMILES: [CH3:31][C:32](=[O:33])[OH:34].[CH3:40][OH:41].[F:3][c:4]1[cH:5][c:6]([C:29]([O:9][CH2:10][CH:11]([CH:12]([CH3:13])[CH3:14])[N:15]([C:16]([c:17]2[cH:18][c:19]([F:24])[c:20]([F:23])[cH:21][cH:22]2)=[O:25])[CH3:26])=[O:30])[cH:7][cH:8][c:27]1[F:28].[Li+:2].[Na+:39].[O-:35][C:36]([OH:37])=[O:38].[OH-:1]>>[OH:9][CH2:10][CH:11]([CH:12]([CH3:13])[CH3:14])[N:15]([C:16]([c:17]1[cH:18][c:19]([F:24])[c:20]([F:23])[cH:21][cH:22]1)=[O:25])[CH3:26]. Reactants: Cc1cc(Br)cc(C(=O)OC(C)(C)C)c1N=CN(C)C, CCO, [Cl-], [Cl-], [Zn+2]. The product is Cc1cc(Br)cc(C(=O)OC(C)(C)C)c1N. As a reaction SMILES: [C:1]([CH3:2])([CH3:3])([CH3:4])[O:5][C:6]([c:7]1[c:8]([N:15]=[CH:16][N:17]([CH3:18])[CH3:19])[c:9]([CH3:14])[cH:10][c:11]([Br:13])[cH:12]1)=[O:20].[CH3:21][CH2:22][OH:23].[Cl-:24].[Cl-:26].[Zn+2:25]>>[C:1]([CH3:2])([CH3:3])([CH3:4])[O:5][C:6]([c:7]1[c:8]([NH2:15])[c:9]([CH3:14])[cH:10][c:11]([Br:13])[cH:12]1)=[O:20]. The reactants are Clc1cnn(CCCCBr)c1, O=C([O-])[O-], CN(C)C=O, [K+], [K+], c1ccc(N2CCNCC2)cc1. The product is Clc1cnn(CCCCN2CCN(c3ccccc3)CC2)c1. RXN SMILES: [Br:1][CH2:2][CH2:3][CH2:4][CH2:5][n:6]1[n:7][cH:8][c:9]([Cl:11])[cH:10]1.[C:24](=[O:25])([O-:26])[O-:27].[CH3:30][N:31]([CH3:32])[CH:33]=[O:34].[K+:28].[K+:29].[c:12]1([N:18]2[CH2:19][CH2:20][NH:21][CH2:22][CH2:23]2)[cH:13][cH:14][cH:15][cH:16][cH:17]1>>[CH2:2]([CH2:3][CH2:4][CH2:5][n:6]1[n:7][cH:8][c:9]([Cl:11])[cH:10]1)[N:21]1[CH2:20][CH2:19][N:18]([c:12]2[cH:13][cH:14][cH:15][cH:16][cH:17]2)[CH2:23][CH2:22]1. Product: CC1CCC(C(=O)N(c2cc(C3=CCCCC3)sc2C(=O)O)C2COCOC2)CC1. Starting materials: C1CCOC1, COC(=O)c1sc(C2=CCCCC2)cc1N(C(=O)C1CCC(C)CC1)C1COCOC1, CO, [Li+], [OH-], O. RXN SMILES: [CH2:32]1[O:33][CH2:34][CH2:35][CH2:36]1.[CH3:1][O:2][C:3](=[O:4])[c:5]1[s:6][c:7]([C:26]2=[CH:27][CH2:28][CH2:29][CH2:30][CH2:31]2)[cH:8][c:9]1[N:10]([C:11](=[O:12])[CH:13]1[CH2:14][CH2:15][CH:16]([CH3:19])[CH2:17][CH2:18]1)[CH:20]1[CH2:21][O:22][CH2:23][O:24][CH2:25]1.[CH3:37][OH:38].[Li+:41].[OH-:40].[OH2:39]>>[O:2]=[C:3]([OH:4])[c:5]1[s:6][c:7]([C:26]2=[CH:27][CH2:28][CH2:29][CH2:30][CH2:31]2)[cH:8][c:9]1[N:10]([C:11](=[O:12])[CH:13]1[CH2:14][CH2:15][CH:16]([CH3:19])[CH2:17][CH2:18]1)[CH:20]1[CH2:21][O:22][CH2:23][O:24][CH2:25]1. The reactants are C(OC(C[C@H](CCCNC(=O)OC(C)(C)C)NC(=O)OCC1=CC=CC=C1)=O)(OC)=O ((3S)-3-{[(benzyloxy)carbonyl]amino}-6-[(tert -butoxycarbonyl) amino]hexanoyl methyl carbonate), [BH4-].[Na+] (sodium borohydride). Solvent: O (water). Reaction conditions: time 8 hour. The product is C(C)(C)(C)OC(=O)NCCC[C@@H](CCO)NC(OCC1=CC=CC=C1)=O (Benzyl [(1S)-4-[(tert-butoxycarbonyl)amino]-1-(2-hydroxyethyl) -butyl]carbamate). RXN SMILES: C(=O)(OC)[O:2][C:3](=O)[CH2:4][C@@H:5]([NH:17][C:18]([O:20][CH2:21][C:22]1[CH:27]=[CH:26][CH:25]=[CH:24][CH:23]=1)=[O:19])[CH2:6][CH2:7][CH2:8][NH:9][C:10]([O:12][C:13]([CH3:16])([CH3:15])[CH3:14])=[O:11].[BH4-].[Na+]>O>[C:13]([O:12][C:10]([NH:9][CH2:8][CH2:7][CH2:6][C@H:5]([NH:17][C:18](=[O:19])[O:20][CH2:21][C:22]1[CH:23]=[CH:24][CH:25]=[CH:26][CH:27]=1)[CH2:4][CH2:3][OH:2])=[O:11])([CH3:16])([CH3:14])[CH3:15] |f:1.2|. Reported procedure: The filtrate of (3S)-3-{[(benzyloxy)carbonyl]amino}-6-[(tert -butoxycarbonyl) amino]hexanoyl methyl carbonate (Example Z1) is added dropwise to a suspension of 0.49 g (13.14 mmol) of sodium borohydride in 0.6 ml of water at 0° C. The mixture slowly warms to RT and is stirred overnight. The reaction solution is concentrated, and the residue is mixed with ethyl acetate and water. The organic phase is dried over magnesium sulfate, concentrated and dried under high vacuum. The crude product is react...